Dataset: the Open Reaction Database (ORD), a public repository of structured organic reaction records. Task: describe an organic reaction: reactants, conditions, products, and yield The reactants are FC(C(=O)O)(F)F.FC(C(=O)O)(F)F.FC(C(=O)O)(F)F.FC(C(=O)O)(F)F.ClC=1C=NC=2NC=3C=NC=C(CCC4=C(C=CC(NC1N2)=C4)NCCC4CCNCC4)C3 (6-chloro-N-(2-piperidin-4-ylethyl)-2,4,8,18,22-pentaazatetracyclo[14.3.1.1(3,7).1(9,13)]docosa-1(20),3(22),4,6,9(21),10,12,16,18-nonaen-12-amine tetrakis(trifluoroacetate)), C(C)(=O)Cl (acetyl chloride). The product is FC(C(=O)O)(F)F.FC(C(=O)O)(F)F.FC(C(=O)O)(F)F.C(C)(=O)N1CCC(CC1)CCNC=1C=CC=2NC3=C(C=NC(NC=4C=NC=C(CCC1C2)C4)=N3)Cl (N-[2-(1-Acetylpiperidin-4-yl)ethyl]-6-chloro-2,4,8,18,22-pentaazatetracyclo[14.3.1.1(3,7).1(9,13)]docosa-1(20),3(22),4,6,9(21),10,12,16,18-nonaen-12-amine tris(trifluoroacetate)). Isolated yield 50.0%. As a reaction SMILES: [F:1][C:2]([F:7])([F:6])[C:3]([OH:5])=[O:4].[F:8][C:9]([F:14])([F:13])[C:10]([OH:12])=[O:11].[F:15][C:16]([F:21])([F:20])[C:17]([OH:19])=[O:18].F[C:23](F)(F)[C:24]([OH:26])=O.[Cl:29][C:30]1[CH:31]=[N:32][C:33]2[NH:34][C:35]3[CH:36]=[N:37][CH:38]=[C:39]([CH:60]=3)[CH2:40][CH2:41][C:42]3[CH:50]=[C:46]([NH:47][C:48]=1[N:49]=2)[CH:45]=[CH:44][C:43]=3[NH:51][CH2:52][CH2:53][CH:54]1[CH2:59][CH2:58][NH:57][CH2:56][CH2:55]1.C(Cl)(=O)C>>[F:1][C:2]([F:7])([F:6])[C:3]([OH:5])=[O:4].[F:8][C:9]([F:14])([F:13])[C:10]([OH:12])=[O:11].[F:15][C:16]([F:21])([F:20])[C:17]([OH:19])=[O:18].[C:24]([N:57]1[CH2:58][CH2:59][CH:54]([CH2:53][CH2:52][NH:51][C:43]2[CH:44]=[CH:45][C:46]3[NH:47][C:48]4[N:49]=[C:33]([NH:34][C:35]5[CH:36]=[N:37][CH:38]=[C:39]([CH:60]=5)[CH2:40][CH2:41][C:42]=2[CH:50]=3)[N:32]=[CH:31][C:30]=4[Cl:29])[CH2:55][CH2:56]1)(=[O:26])[CH3:23] |f:0.1.2.3.4,6.7.8.9|. Reported procedure: The desired compound was prepared according to the procedure of Example D94 using 6-chloro-N-(2-piperidin-4-ylethyl)-2,4,8,18,22-pentaazatetracyclo[14.3.1.1(3,7).1(9,13)]docosa-1(20),3(22),4,6,9(21),10,12,16,18-nonaen-12-amine tetrakis(trifluoroacetate) and acetyl chloride as the starting materials in 50% yield. LCMS for C26H31ClN7O (M+H)+: m/z=492.1. Starting materials: C(C)(C)(C)OC(=O)NCC(=O)O (N-(Tert-butoxycarbonyl)glycine), Cl.C(C)N=C=NCCCN(C)C (1-ethyl-3-(3-dimethylaminopropyl)carbodiimide hydrochloride), O.ON1N=NC2=C1C=CC=C2 (1-hydroxybenzotriazole monohydrate), C(C)(C)C1=NN(C2=NC=CC(=C21)C=2C=NC1=CC=CC=C1C2)C=2C(=C(C#N)C=CC2)NC2CCNCC2 ((3-Isopropyl-4-(quinolin-3-yl)-1H-pyrazolo[3,4-b]pyridin-1-yl}-2-(piperidin-4-ylamino)benzonitrile), CN(C)C=O (DMF). Run in C(C)(=O)OCC (ethyl acetate), O (water). Reaction conditions: time 15 hour. Product: NCC(=O)N1CCC(CC1)NC1=C(C(=O)N)C=CC(=C1)N1N=C(C=2C1=NC=CC2C=2C=NC1=CC=CC=C1C2)C(C)C (2-{1-(2-Aminoacetyl)piperidin-4-ylamino}-4-{3-isopropyl-4-(quinolin-3-yl)-1H-pyrazolo[3,4-b]pyridin-1-yl}benzamide). Yield: 55.0%. As a reaction SMILES: C(O[C:6]([NH:8][CH2:9][C:10](O)=O)=[O:7])(C)(C)C.Cl.C(N=C=[N:18][CH2:19][CH2:20][CH2:21]N(C)C)C.O.O[N:27]1[C:31]2C=CC=CC=2N=N1.[CH:36]([C:39]1[C:47]2[C:42](=[N:43][CH:44]=[CH:45][C:46]=2[C:48]2[CH:49]=[N:50][C:51]3[C:56]([CH:57]=2)=[CH:55][CH:54]=[CH:53][CH:52]=3)[N:41]([C:58]2[C:59](NC3CCNCC3)=[C:60]([CH:63]=[CH:64][CH:65]=2)C#N)[N:40]=1)([CH3:38])[CH3:37].C[N:74]([CH:76]=[O:77])C>O.C(OCC)(=O)C>[NH2:27][CH2:31][C:6]([N:8]1[CH2:9][CH2:10][CH:19]([NH:18][C:60]2[CH:59]=[C:58]([N:41]3[C:42]4=[N:43][CH:44]=[CH:45][C:46]([C:48]5[CH:49]=[N:50][C:51]6[C:56]([CH:57]=5)=[CH:55][CH:54]=[CH:53][CH:52]=6)=[C:47]4[C:39]([CH:36]([CH3:37])[CH3:38])=[N:40]3)[CH:65]=[CH:64][C:63]=2[C:76]([NH2:74])=[O:77])[CH2:20][CH2:21]1)=[O:7] |f:1.2,3.4|. Procedure: N-(Tert-butoxycarbonyl)glycine (0.021 g), 1-ethyl-3-(3-dimethylaminopropyl)carbodiimide hydrochloride (0.029 g), and 1-hydroxybenzotriazole monohydrate (0.016 g) were added to a solution of compound (77a) (0.050 g) in DMF (1.0 mL), followed by stirring under argon flow at room temperature for 15 hr. The reaction solution was distributed between ethyl acetate and water, and the organic layer was washed with saturated saline. The organic layer after the washing was dried over anhydrous sodium sulf... Starting materials: N([C@H](CC1=CC=CC=C1)C(=O)N[C@@H](CSCNC(=O)C)C(=O)N[C@@H](CC1=CC=CC=C1)C(=O)N[C@H](CC1=CNC2=CC=CC=C12)C(=O)N[C@@H](CCCCNC(=O)OC(C)(C)C)C(=O)N[C@@H]([C@H](O)C)C(=O)N[C@@H](CSCNC(=O)C)C(=O)N[C@@H]([C@H](O)C)C(=O)OC)C(=O)OC(C)(C)C (Boc-(D)-Phe-Cys(Acm)-Phe-(D)-Trp-Lys(Boc)-Thr-Cys(Acm)-Thr-OMe), SC(C)O (mercaptoethanol), C(=O)(C(F)(F)F)O (TFA). Solvent: C(Cl)Cl (DCM). Run at temperature 0 celsius. Product: N[C@H](CC1=CC=CC=C1)C(=O)N[C@@H](CSCNC(=O)C)C(=O)N[C@@H](CC1=CC=CC=C1)C(=O)N[C@H](CC1=CNC2=CC=CC=C12)C(=O)N[C@@H](CCCCN)C(=O)N[C@@H]([C@H](O)C)C(=O)N[C@@H](CSCNC(=O)C)C(=O)N[C@@H]([C@H](O)C)C(=O)OC.FC(F)(F)C(=O)O (H-(D)-Phe-Cys(Acm)-Phe-(D)-Trp-Lys-Thr-Cys(Acm)-Thr-OMe·TFA). RXN SMILES: [NH:1](C(OC(C)(C)C)=O)[C@@H:2]([C:10]([NH:12][C@H:13]([C:21]([NH:23][C@H:24]([C:32]([NH:34][C@@H:35]([C:46]([NH:48][C@H:49]([C:62]([NH:64][C@H:65]([C:69]([NH:71][C@H:72]([C:80]([NH:82][C@H:83]([C:87]([O:89][CH3:90])=[O:88])[C@@H:84]([CH3:86])[OH:85])=[O:81])[CH2:73][S:74][CH2:75][NH:76][C:77]([CH3:79])=[O:78])=[O:70])[C@@H:66]([CH3:68])[OH:67])=[O:63])[CH2:50][CH2:51][CH2:52][CH2:53][NH:54]C(OC(C)(C)C)=O)=[O:47])[CH2:36][C:37]1[C:45]2[C:40](=[CH:41][CH:42]=[CH:43][CH:44]=2)[NH:39][CH:38]=1)=[O:33])[CH2:25][C:26]1[CH:31]=[CH:30][CH:29]=[CH:28][CH:27]=1)=[O:22])[CH2:14][S:15][CH2:16][NH:17][C:18]([CH3:20])=[O:19])=[O:11])[CH2:3][C:4]1[CH:9]=[CH:8][CH:7]=[CH:6][CH:5]=1.SC(O)C.[C:102]([OH:108])([C:104]([F:107])([F:106])[F:105])=[O:103]>C(Cl)Cl>[NH2:1][C@@H:2]([C:10]([NH:12][C@H:13]([C:21]([NH:23][C@H:24]([C:32]([NH:34][C@@H:35]([C:46]([NH:48][C@H:49]([C:62]([NH:64][C@H:65]([C:69]([NH:71][C@H:72]([C:80]([NH:82][C@H:83]([C:87]([O:89][CH3:90])=[O:88])[C@@H:84]([CH3:86])[OH:85])=[O:81])[CH2:73][S:74][CH2:75][NH:76][C:77]([CH3:79])=[O:78])=[O:70])[C@@H:66]([CH3:68])[OH:67])=[O:63])[CH2:50][CH2:51][CH2:52][CH2:53][NH2:54])=[O:47])[CH2:36][C:37]1[C:45]2[C:40](=[CH:41][CH:42]=[CH:43][CH:44]=2)[NH:39][CH:38]=1)=[O:33])[CH2:25][C:26]1[CH:27]=[CH:28][CH:29]=[CH:30][CH:31]=1)=[O:22])[CH2:14][S:15][CH2:16][NH:17][C:18]([CH3:20])=[O:19])=[O:11])[CH2:3][C:4]1[CH:9]=[CH:8][CH:7]=[CH:6][CH:5]=1.[F:105][C:104]([C:102]([OH:108])=[O:103])([F:107])[F:106] |f:4.5|. Procedure details: The octapeptide ester XVIII (11 g, 7.9 mm anisole, 2 ml) and mercaptoethanol (2 ml) are suspended in DCM (20 ml) under N2. The suspension is cooled to 0° C. and TFA (80 ml) is added. Stirring is continued for one and half hour at same temperature. The TFA and DCM are evaporated under vacuum at 30° C., ether (200 ml) is added to the residue under stirring. The precipitates are filtered, washed with diethyl ether (300 ml) and dried in vacuum to give compound XIX: Yield 10.0 g (91%). ESMS=1191 (M+H... The yield is 82.7%. Product: C(CCC=C)C1(OC2=C(C(C1)=O)C=CC(=C2CCC)OCCCOC2=CC=CC=1CCCCC21)CCCC=C (2,3-dihydro-2,2-bis(pent-4-enyl)-8-propyl-7-[3-[(5,6,7,8-tetrahydro-1-naphthalenyl)oxy]propoxy]-4H-1-benzopyran-4-one). Conditions: time 8 hour. Procedure: To a solution of 3.0 g (9.55 mmol) of the title product of Example 69 and 4.01 g (11 mmol) of the title product of Example 12 in 56 ml of dry dimethylformamide (DMF) was added 2.77 g (20.1 mmol) of anhydrous potassium carbonate. The resulting mixture was stirred overnight at room temperature. The solvent was removed in vacuo, and the residue was partitioned between ethyl acetate and 3N hydrochloric acid. The aqueous layer was further extracted with two portions of ethyl acetate. The combined org... Solvent: CN(C=O)C (dimethylformamide). As a reaction SMILES: [CH2:1]([C:6]1([CH2:21][CH2:22][CH2:23][CH:24]=[CH2:25])[CH2:11][C:10](=[O:12])[C:9]2[CH:13]=[CH:14][C:15]([OH:20])=[C:16]([CH2:17][CH2:18][CH3:19])[C:8]=2[O:7]1)[CH2:2][CH2:3][CH:4]=[CH2:5].[C:26]1([O:36][CH2:37][CH2:38][CH2:39]Br)[C:35]2[CH2:34][CH2:33][CH2:32][CH2:31][C:30]=2[CH:29]=[CH:28][CH:27]=1.C(=O)([O-])[O-].[K+].[K+]>CN(C)C=O>[CH2:21]([C:6]1([CH2:1][CH2:2][CH2:3][CH:4]=[CH2:5])[CH2:11][C:10](=[O:12])[C:9]2[CH:13]=[CH:14][C:15]([O:20][CH2:39][CH2:38][CH2:37][O:36][C:26]3[C:35]4[CH2:34][CH2:33][CH2:32][CH2:31][C:30]=4[CH:29]=[CH:28][CH:27]=3)=[C:16]([CH2:17][CH2:18][CH3:19])[C:8]=2[O:7]1)[CH2:22][CH2:23][CH:24]=[CH2:25] |f:2.3.4|. Starting materials: C(CCC=C)C1(OC2=C(C(C1)=O)C=CC(=C2CCC)O)CCCC=C (2,3-dihydro-2,2-bis(pent-4-enyl)-8-propyl-7-hydroxy-4H-1-benzopyran-4-one), C1(=CC=CC=2CCCCC12)OCCCBr (3-(5,6,7,8-tetrahydro-1-naphthoxy)-1-bromopropane), C([O-])([O-])=O.[K+].[K+] (potassium carbonate). Starting materials: [BH4-].[Na+] (Sodium borohydride), C1(=CC=CC=C1)C(CN1CCC(CC1)NC(C1=CC=CC=C1)=O)=O (1-(2-phenyl-2-oxoethyl)-4-benzamidopiperidine). Solvent: [OH-].[Na+] (NaOH), CO (methanol). Yields the product OC(CN1CCC(CC1)NC(C1=CC=CC=C1)=O)C1=CC=CC=C1 (1-(2-Hydroxy-2-phenylethyl)-4-benzamidopiperidine). RXN SMILES: [BH4-].[Na+].[C:3]1([C:9](=[O:26])[CH2:10][N:11]2[CH2:16][CH2:15][CH:14]([NH:17][C:18](=[O:25])[C:19]3[CH:24]=[CH:23][CH:22]=[CH:21][CH:20]=3)[CH2:13][CH2:12]2)[CH:8]=[CH:7][CH:6]=[CH:5][CH:4]=1>[OH-].[Na+].CO>[OH:26][CH:9]([C:3]1[CH:8]=[CH:7][CH:6]=[CH:5][CH:4]=1)[CH2:10][N:11]1[CH2:16][CH2:15][CH:14]([NH:17][C:18](=[O:25])[C:19]2[CH:20]=[CH:21][CH:22]=[CH:23][CH:24]=2)[CH2:13][CH2:12]1 |f:0.1,3.4|. Reported procedure: Sodium borohydride (6.00 g.) in 0.2N NaOH solution (60 ml.) was added dropwise to a stirred solution of 1-(2-phenyl-2-oxoethyl)-4-benzamidopiperidine (4.83 g.) in methanol (300 ml.). After refluxing the solution for 2 hours it was filtered and the filtrate concentrated to ca. 100 ml., whereupon the product crystallised out to give the title compound, m.p. 178°-180° C. (Found: C, 74.1; H, 7.5; N, 8.6. C20H24N2O2 requires C, 74.0; H, 7.5; N, 8.6%). Starting materials: CC(=O)NC1CCC(C(=O)O)CC1, CN(C(=O)c1ccc(Cl)c(C(F)(F)F)c1)C1CCNCC1c1ccc(F)cc1, Cl. Yields the product CC(=O)NC1CCC(C(=O)N2CCC(N(C)C(=O)c3ccc(Cl)c(C(F)(F)F)c3)C(c3ccc(F)cc3)C2)CC1. As a reaction SMILES: [C:30]([CH3:31])(=[O:32])[NH:33][CH:34]1[CH2:35][CH2:36][CH:37]([C:40](=[O:41])[OH:42])[CH2:38][CH2:39]1.[Cl:2][c:3]1[c:4]([C:26]([F:27])([F:28])[F:29])[cH:5][c:6]([C:7](=[O:8])[N:9]([CH3:10])[CH:11]2[CH:12]([c:17]3[cH:18][cH:19][c:20]([F:23])[cH:21][cH:22]3)[CH2:13][NH:14][CH2:15][CH2:16]2)[cH:24][cH:25]1.[ClH:1]>>[Cl:2][c:3]1[c:4]([C:26]([F:27])([F:28])[F:29])[cH:5][c:6]([C:7](=[O:8])[N:9]([CH3:10])[CH:11]2[CH:12]([c:17]3[cH:18][cH:19][c:20]([F:23])[cH:21][cH:22]3)[CH2:13][N:14]([C:40]([CH:37]3[CH2:36][CH2:35][CH:34]([NH:33][C:30]([CH3:31])=[O:32])[CH2:39][CH2:38]3)=[O:41])[CH2:15][CH2:16]2)[cH:24][cH:25]1. Reactants: Br.C(C)OC(=O)C1=C(NC=2C=3C=CN=CC3CCC21)Br (2-Bromo-4,5-dihydro-1H-pyrrolo[2,3-f]isoquinoline-3-carboxylic acid ethyl ester hydrobromide), C1(=C(C=CC=C1)B(O)O)C (o -tolylboronic acid), [Li+].[Cl-] (LiCl), Na2CO3.10H2O. The reagents and catalysts are Cl[Pd]([P](C1=CC=CC=C1)(C2=CC=CC=C2)C3=CC=CC=C3)([P](C4=CC=CC=C4)(C5=CC=CC=C5)C6=CC=CC=C6)Cl ((PPh3)2PdCl2). Solvent: C1(=CC=CC=C1)C (toluene), C(C)O (ethanol). Conditions: temperature 150 celsius. The product is C(C)OC(=O)C1=C(NC=2C=3C=CN=CC3CCC21)C2=C(C=CC=C2)C (2-o-Tolyl-4,5-dihydro-1H-pyrrolo[2,3-f]isoquinoline-3-carboxylic acid ethyl ester). Isolated yield 85.0%. RXN SMILES: Br.[CH2:2]([O:4][C:5]([C:7]1[C:19]2[CH2:18][CH2:17][C:16]3[CH:15]=[N:14][CH:13]=[CH:12][C:11]=3[C:10]=2[NH:9][C:8]=1Br)=[O:6])[CH3:3].[C:21]1([CH3:30])[CH:26]=[CH:25][CH:24]=[CH:23][C:22]=1B(O)O.[Li+].[Cl-]>C1(C)C=CC=CC=1.C(O)C.Cl[Pd](Cl)([P](C1C=CC=CC=1)(C1C=CC=CC=1)C1C=CC=CC=1)[P](C1C=CC=CC=1)(C1C=CC=CC=1)C1C=CC=CC=1>[CH2:2]([O:4][C:5]([C:7]1[C:19]2[CH2:18][CH2:17][C:16]3[CH:15]=[N:14][CH:13]=[CH:12][C:11]=3[C:10]=2[NH:9][C:8]=1[C:22]1[CH:23]=[CH:24][CH:25]=[CH:26][C:21]=1[CH3:30])=[O:6])[CH3:3] |f:0.1,3.4,^1:45,64|. Procedure: To a suspension of 2-bromo-4,5-dihydro-1H-pyrrolo[2,3-f]isoquinoline-3-carboxylic acid ethyl ester F1 (0.497 mmol) in toluene (4 mL) and ethanol (4 mL), o -tolylboronic acid (0.75 mmol), LiCl (1.49 mmol), Na2CO3.10H2O (1.74 mmol) and (PPh3)2PdCl2 (3.5 mg) were added. The mixture was heated at 150° C. for 15 min with microwave irradiation then evaporated to dryness. Chromatography on silica gel (eluant: DCM/MeOH 95:5) afforded the title compound (85% yield). ESI (+) MS: m/z 333 (MH+). 1H NMR: 1.0...